Dataset: the Open Reaction Database (ORD), a public repository of structured organic reaction records. Task: describe an organic reaction: reactants, conditions, products, and yield The reactants are C(C)(=O)OCC (ethyl acetate), C(C)SC1=NC=2C(=NC=CC2C)N1CC1=CC=C(C=C1)C1=C(C=CC=C1)C1=NN=NN1 (2-ethylthio-7-methyl-3[(2'-(1H-tetrazol-5-yl)biphenyl-4-yl)methyl]-3H-imidazo[4.5-b]pyridine), O (water), ClC1=CC(=CC=C1)C(=O)OO (meta-chloro-perbenzoic acid). The solvent is CO (methanol), ClCCl (dichloromethane), ClCCl (dichloromethane). Product: C(C)S(=O)(=O)C1=NC=2C(=NC=CC2C)N1CC1=CC=C(C=C1)C1=C(C=CC=C1)C1=NN=NN1 (2-Ethylsulfonyl-7-methyl-3[(2'-(1H-tetrazol-5-yl)biphenyl-4-yl)methyl]-3H-imidazo[4.5-b]pyridine). As a reaction SMILES: [CH2:1]([S:3][C:4]1[N:13]([CH2:14][C:15]2[CH:20]=[CH:19][C:18]([C:21]3[CH:26]=[CH:25][CH:24]=[CH:23][C:22]=3[C:27]3[NH:31][N:30]=[N:29][N:28]=3)=[CH:17][CH:16]=2)[C:7]2=[N:8][CH:9]=[CH:10][C:11]([CH3:12])=[C:6]2[N:5]=1)[CH3:2].ClC1C=CC=C(C(OO)=[O:40])C=1.[OH2:43].C(OCC)(=O)C>ClCCl.CO>[CH2:1]([S:3]([C:4]1[N:13]([CH2:14][C:15]2[CH:16]=[CH:17][C:18]([C:21]3[CH:26]=[CH:25][CH:24]=[CH:23][C:22]=3[C:27]3[NH:31][N:30]=[N:29][N:28]=3)=[CH:19][CH:20]=2)[C:7]2=[N:8][CH:9]=[CH:10][C:11]([CH3:12])=[C:6]2[N:5]=1)(=[O:40])=[O:43])[CH3:2]. Reported procedure: 6.4 g (15 mmol) of 2-ethylthio-7-methyl-3[(2'-(1H-tetrazol-5-yl)biphenyl-4-yl)methyl]-3H-imidazo[4.5-b]pyridine was dispersed in 150 ml of dichloromethane. 150 ml of a dichloromethane solution of 3.94 g (23 mmol) of meta-chloro-perbenzoic acid was added dropwise to the solution over 40 minutes, while agitated and cooled with water and ice. The mixture was stirred at room temperature for 20 minutes. The reaction product mixture was washed separately with 10% aqueous solution of sodium bisulfate, ... The reactants are CO, COc1ccc2c(c1)nc(C(F)(F)F)n2-c1ccc(NC(=O)C(F)(F)F)nc1, [K+], [K+], O=C([O-])[O-]. The product is COc1ccc2c(c1)nc(C(F)(F)F)n2-c1ccc(N)nc1. Reaction SMILES: [CH3:35][OH:36].[F:1][C:2]([F:3])([F:4])[C:27]([NH:5][c:6]1[n:7][cH:8][c:9](-[n:12]2[c:13]([C:23]([F:24])([F:25])[F:26])[n:14][c:15]3[c:16]2[cH:17][cH:18][c:19]([O:21][CH3:22])[cH:20]3)[cH:10][cH:11]1)=[O:28].[K+:29].[K+:30].[O-:31][C:32]([O-:33])=[O:34]>>[NH2:5][c:6]1[n:7][cH:8][c:9](-[n:12]2[c:13]([C:23]([F:24])([F:25])[F:26])[n:14][c:15]3[c:16]2[cH:17][cH:18][c:19]([O:21][CH3:22])[cH:20]3)[cH:10][cH:11]1. Reactants: C([O-])([O-])=O.[K+].[K+] (potassium carbonate), C(C)OC(CBr)=O (ethylbromoacetate), ClC1=CC=C(C=C1)C1(CCC1)C#N (1-(4-chlorophenyl)cyclobutanecarbonitrile), BrCC(=O)OCC (ethyl bromoacetate). The reagents and catalysts are [Zn] (zinc). Run in O1CCCC1 (tetrahydrofuran), O1CCCC1 (tetrahydrofuran). Conditions: time 15 minute. Yields the product NC(=CC(=O)OCC)C1(CCC1)C1=CC=C(C=C1)Cl (ethyl 3-amino-3-[1-(4-chlorophenyl)cyclobutyl]acrylate). As a reaction SMILES: [CH2:1]([O:3][C:4](=[O:7])[CH2:5]Br)[CH3:2].[Cl:8][C:9]1[CH:14]=[CH:13][C:12]([C:15]2([C:19]#[N:20])[CH2:18][CH2:17][CH2:16]2)=[CH:11][CH:10]=1.C(=O)([O-])[O-].[K+].[K+]>O1CCCC1.[Zn]>[NH2:20][C:19]([C:15]1([C:12]2[CH:11]=[CH:10][C:9]([Cl:8])=[CH:14][CH:13]=2)[CH2:16][CH2:17][CH2:18]1)=[CH:5][C:4]([O:3][CH2:1][CH3:2])=[O:7] |f:2.3.4|. Procedure details: A suspension of zinc dust (25.5 g) (which had been activated by treatment with excess 3N hydrochloric acid followed by washing with water, ethanol and ether and drying) in dry tetrahydrofuran (250 ml) was stirred and heated under reflux while ethylbromoacetate (5 ml) was added dropwise. Stirring was continued for 15 minutes and 1-(4-chlorophenyl)cyclobutanecarbonitrile (15 g) was added. The mixture was heated under reflux and ethyl bromoacetate (60 g) was added over a period of 1 hour and the he...